Dataset: the Open Reaction Database (ORD), a public repository of structured organic reaction records. Task: describe an organic reaction: reactants, conditions, products, and yield The reactants are C#CC(C)=CCCC(C)=O, CC(=CC#CC(C)(C)O)CCl. The product is CC(=O)CCC=C(C)C#CCC(C)=CC#CC(C)(C)O. RXN SMILES: [CH3:12][C:13](=[CH:14][CH2:15][CH2:16][C:17]([CH3:18])=[O:19])[C:20]#[CH:21].[Cl:1][CH2:2][C:3](=[CH:4][C:5]#[C:6][C:7]([CH3:8])([OH:9])[CH3:10])[CH3:11]>>[CH2:2]([C:3](=[CH:4][C:5]#[C:6][C:7]([CH3:8])([OH:9])[CH3:10])[CH3:11])[C:21]#[C:20][C:13]([CH3:12])=[CH:14][CH2:15][CH2:16][C:17]([CH3:18])=[O:19]. Starting materials: C(C)OC(C(CCCCCCCCCCSC1=CC=C(C=C1)Cl)(Cl)Cl)=O (2,2-Dichloro-12-(4-chlorophenylsulfenyl)-dodecanoic acid ethyl ester), OO (hydrogen peroxide). The solvent is C(C)(=O)O (acetic acid). The product is C(C)OC(C(CCCCCCCCCCS(=O)C1=CC=C(C=C1)Cl)(Cl)Cl)=O (2,2-Dichloro-12-(4-chlorophenyl-sulfinyl)-dodecanoic acid ethyl ester). The yield is 99.0%. As a reaction SMILES: [CH2:1]([O:3][C:4](=[O:26])[C:5]([Cl:25])([Cl:24])[CH2:6][CH2:7][CH2:8][CH2:9][CH2:10][CH2:11][CH2:12][CH2:13][CH2:14][CH2:15][S:16][C:17]1[CH:22]=[CH:21][C:20]([Cl:23])=[CH:19][CH:18]=1)[CH3:2].[OH:27]O>C(O)(=O)C>[CH2:1]([O:3][C:4](=[O:26])[C:5]([Cl:25])([Cl:24])[CH2:6][CH2:7][CH2:8][CH2:9][CH2:10][CH2:11][CH2:12][CH2:13][CH2:14][CH2:15][S:16]([C:17]1[CH:18]=[CH:19][C:20]([Cl:23])=[CH:21][CH:22]=1)=[O:27])[CH3:2]. Reported procedure: 2.0 g (4.55 mmol) 104 and 6 ml 30% hydrogen peroxide in 20 ml glacial acetic acid were oxidized to form 2.08 g (99%) 106 as a colourless oil analogously to 78 (example 26).